Dataset: the Open Reaction Database (ORD), a public repository of structured organic reaction records. Task: describe an organic reaction: reactants, conditions, products, and yield The reactants are CCOC(=O)CCn1c2c(c3cc(C)ccc31)CN(C)CC2, CCO, Cl, [Na+], [OH-]. The product is Cc1ccc2c(c1)c1c(n2CCC(=O)O)CCN(C)C1. Reaction SMILES: [CH3:1][N:2]1[CH2:3][c:4]2[c:5]([n:6]([CH2:14][CH2:15][C:16](=[O:17])[O:18][CH2:19][CH3:20])[c:7]3[cH:8][cH:9][c:10]([CH3:13])[cH:11][c:12]23)[CH2:21][CH2:22]1.[CH3:26][CH2:27][OH:28].[ClH:25].[Na+:24].[OH-:23]>>[CH3:1][N:2]1[CH2:3][c:4]2[c:5]([n:6]([CH2:14][CH2:15][C:16](=[O:17])[OH:18])[c:7]3[cH:8][cH:9][c:10]([CH3:13])[cH:11][c:12]23)[CH2:21][CH2:22]1. Reactants: CCCOCCO, C1CCOC1, CC(C)(C)[O-], Fc1cccc(F)n1, [K+]. As a reaction SMILES: [CH2:1]([CH2:2][CH3:3])[O:4][CH2:5][CH2:6][OH:7].[CH2:22]1[O:23][CH2:24][CH2:25][CH2:26]1.[CH3:8][C:9]([CH3:10])([O-:11])[CH3:12].[F:14][c:15]1[n:16][c:17]([F:21])[cH:18][cH:19][cH:20]1.[K+:13]>>[CH2:1]([CH2:2][CH3:3])[O:4][CH2:5][CH2:6][O:7][c:15]1[n:16][c:17]([F:21])[cH:18][cH:19][cH:20]1. Product: CCCOCCOc1cccc(F)n1. Reactants: C1(=CC=CC=C1)P(C1=CC=CC=C1)C1=CC=CC=C1 (Triphenyl phosphine), ClCC(=O)O (chloroacetic acid). Run in C(C)O (ethanol). Yields the product [Cl-].C(=O)(O)C[P+](C1=CC=CC=C1)(C1=CC=CC=C1)C1=CC=CC=C1 (carboxymethyl triphenyl phosphonium chloride). RXN SMILES: [C:1]1([P:7]([C:14]2[CH:19]=[CH:18][CH:17]=[CH:16][CH:15]=2)[C:8]2[CH:13]=[CH:12][CH:11]=[CH:10][CH:9]=2)[CH:6]=[CH:5][CH:4]=[CH:3][CH:2]=1.[Cl:20][CH2:21][C:22]([OH:24])=[O:23]>C(O)C>[Cl-:20].[C:22]([CH2:21][P+:7]([C:1]1[CH:2]=[CH:3][CH:4]=[CH:5][CH:6]=1)([C:8]1[CH:13]=[CH:12][CH:11]=[CH:10][CH:9]=1)[C:14]1[CH:15]=[CH:16][CH:17]=[CH:18][CH:19]=1)([OH:24])=[O:23] |f:3.4|. Reported procedure: Triphenyl phosphine (26 g; 0.1 mole) was heated under reflux with chloroacetic acid (9.5 g; 0.1 mole) in ethanol (150 ml) for four hours. Evaporation of the solvent yielded carboxymethyl triphenyl phosphonium chloride. ##STR32## As a reaction SMILES: [H-].[Na+].[CH3:3][O:4][C:5]1[CH:6]=[C:7]([CH2:13][C:14]#[N:15])[CH:8]=[CH:9][C:10]=1[O:11][CH3:12].Br[CH2:17][CH2:18][CH2:19][CH2:20][CH2:21]Br>C1COCC1>[CH3:3][O:4][C:5]1[CH:6]=[C:7]([C:13]2([C:14]#[N:15])[CH2:21][CH2:20][CH2:19][CH2:18][CH2:17]2)[CH:8]=[CH:9][C:10]=1[O:11][CH3:12] |f:0.1|. Starting materials: COC=1C=C(C=CC1OC)CC#N (2-(3,4-dimethoxyphenyl)acetonitrile), BrCCCCCBr (1,5-dibromopentane), [H-].[Na+] (sodium hydride). Procedure details: A suspension of sodium hydride (0.3 g, 7.5 mmol, 60% dispersion in oil) in THF (9 mL) was cooled to 0° C. and treated slowly with 2-(3,4-dimethoxyphenyl)acetonitrile (0.532 g, 3 mmol) in THF (3 mL). After stirring for 15 min at this temperature 1,5-dibromopentane (0.49 mL, 3.6 mmol) in THF (3 mL) was added, the bath was removed, and the reaction was left stirring at room temperature for 18 h. The reaction was quenched with saturated aqueous ammonium chloride, extracted with EtOAc and washed with... Conditions: temperature 0 celsius, time 18 hour. The solvent is C1CCOC1 (THF), C1CCOC1 (THF), C1CCOC1 (THF). Yields the product COC=1C=C(C=CC1OC)C1(CCCCC1)C#N (1-(3,4-dimethoxyphenyl)cyclohexanecarbonitrile). Procedure details: To a suspension of lithium aluminum hydride (50.7 mg, 1.34 mmol) in diethyl ether (5 mL) was added an ethereal solution (3 mL) of tert-butyl 4-{[(4-{[1-(methoxycarbonyl)cyclopentyl]methoxy}-1,2-benzisoxazol-3-yl)oxy]methyl}piperidine-1-carboxylate (EXAMPLE 51, step 2, 600 mg, 1.23 mmol) at 0° C. After being stirred for 30 min, ethyl acetate was added to the mixture. Then the mixture was washed with 2N hydrochloric acid and brine. The organic layer was dried over magnesium sulfate and concentrate... Reaction SMILES: [H-].[Al+3].[Li+].[H-].[H-].[H-].C[O:8][C:9]([C:11]1([CH2:16][O:17][C:18]2[C:23]3[C:24]([O:27][CH2:28][CH:29]4[CH2:34][CH2:33][N:32]([C:35]([O:37][C:38]([CH3:41])([CH3:40])[CH3:39])=[O:36])[CH2:31][CH2:30]4)=[N:25][O:26][C:22]=3[CH:21]=[CH:20][CH:19]=2)[CH2:15][CH2:14][CH2:13][CH2:12]1)=O.C(OCC)(=O)C>C(OCC)C>[OH:8][CH2:9][C:11]1([CH2:16][O:17][C:18]2[C:23]3[C:24]([O:27][CH2:28][CH:29]4[CH2:34][CH2:33][N:32]([C:35]([O:37][C:38]([CH3:41])([CH3:40])[CH3:39])=[O:36])[CH2:31][CH2:30]4)=[N:25][O:26][C:22]=3[CH:21]=[CH:20][CH:19]=2)[CH2:15][CH2:14][CH2:13][CH2:12]1 |f:0.1.2.3.4.5|. Yields the product OCC1(CCCC1)COC1=CC=CC2=C1C(=NO2)OCC2CCN(CC2)C(=O)OC(C)(C)C (tert-Butyl 4-{[(4-{[1-(hydroxymethyl)cyclopentyl]methoxy}-1,2-benzisoxazol-3-yl)oxy]methyl}-piperidine-1-carboxylate). Run in C(C)OCC (diethyl ether). Reactants: COC(=O)C1(CCCC1)COC1=CC=CC2=C1C(=NO2)OCC2CCN(CC2)C(=O)OC(C)(C)C (tert-butyl 4-{[(4-{[1-(methoxycarbonyl)cyclopentyl]methoxy}-1,2-benzisoxazol-3-yl)oxy]methyl}piperidine-1-carboxylate), [H-].[Al+3].[Li+].[H-].[H-].[H-] (lithium aluminum hydride), C(C)(=O)OCC (ethyl acetate). Reaction conditions: time 30 minute. Yield: 80.5%. The reactants are BrC1=NC=C(C=C1)Br (2,5-dibromopyridine), C1(=CC=CC=C1)B(O)O (phenylboronic acid), aqueous solution, C([O-])([O-])=O.[Na+].[Na+] (sodium carbonate), C(C)O (ethanol). The reagents and catalysts are C=1C=CC(=CC1)[P](C=2C=CC=CC2)(C=3C=CC=CC3)[Pd]([P](C=4C=CC=CC4)(C=5C=CC=CC5)C=6C=CC=CC6)([P](C=7C=CC=CC7)(C=8C=CC=CC8)C=9C=CC=CC9)[P](C=1C=CC=CC1)(C=1C=CC=CC1)C=1C=CC=CC1 (tetrakis(triphenylphosphine)palladium). Solvent: C1(=CC=CC=C1)C (toluene). Conditions: temperature 90 celsius. The product is BrC=1C=CC(=NC1)C1=CC=CC=C1 (5-Bromo-2-phenylpyridine). As a reaction SMILES: Br[C:2]1[CH:7]=[CH:6][C:5]([Br:8])=[CH:4][N:3]=1.[C:9]1(B(O)O)[CH:14]=[CH:13][CH:12]=[CH:11][CH:10]=1.C(=O)([O-])[O-].[Na+].[Na+].C(O)C>C1(C)C=CC=CC=1.C1C=CC([P]([Pd]([P](C2C=CC=CC=2)(C2C=CC=CC=2)C2C=CC=CC=2)([P](C2C=CC=CC=2)(C2C=CC=CC=2)C2C=CC=CC=2)[P](C2C=CC=CC=2)(C2C=CC=CC=2)C2C=CC=CC=2)(C2C=CC=CC=2)C2C=CC=CC=2)=CC=1>[Br:8][C:5]1[CH:6]=[CH:7][C:2]([C:9]2[CH:14]=[CH:13][CH:12]=[CH:11][CH:10]=2)=[N:3][CH:4]=1 |f:2.3.4,^1:37,39,58,77|. Procedure details: 30 g (0.127 mol) of 2,5-dibromopyridine in suspension in 100 ml of toluene, 15.4 g (0.127 mol) of phenylboronic acid, 4.4 g (0.0038 mol) of tetrakis(triphenylphosphine)palladium, 90 ml of a 2M aqueous solution of sodium carbonate and 4 ml of ethanol are introduced in succession into a 500 ml three-necked flask, and the mixture is heated at 90° C. for 22 h.